Dataset: the Open Reaction Database (ORD), a public repository of structured organic reaction records. Task: describe an organic reaction: reactants, conditions, products, and yield Starting materials: BrC=1C=C(C=CC1OC)C=1NC=C(N1)C=1SC=CC1 (2-(3-Bromo-4-methoxyphenyl)-4-(2-thienyl)imidazole), Br (HBr). Run in CC(=O)O (HOAc). The product is BrC=1C=C(C=CC1O)C=1NC=C(N1)C=1SC=CC1 (2-(3-Bromo-4-hydroxyphenyl)-4-(2-thienyl)imidazole). The yield is 22.0%. As a reaction SMILES: [Br:1][C:2]1[CH:3]=[C:4]([C:10]2[NH:11][CH:12]=[C:13]([C:15]3[S:16][CH:17]=[CH:18][CH:19]=3)[N:14]=2)[CH:5]=[CH:6][C:7]=1[O:8]C.Br>CC(O)=O>[Br:1][C:2]1[CH:3]=[C:4]([C:10]2[NH:11][CH:12]=[C:13]([C:15]3[S:16][CH:17]=[CH:18][CH:19]=3)[N:14]=2)[CH:5]=[CH:6][C:7]=1[OH:8]. Reported procedure: A mixture of 32 (5.7 g, 0.017 mole), glacial HOAc (30 ml), and 48% HBr (85 ml) was stirred and heated at reflux for 12 hours. The hydrobromide salt that precipitated on cooling was collected and shown to consist of a mixture of 32 and 33. The mixture was resuspended in glacial HOAc (30 ml)--48% HBr (85 ml) and again heated at reflux for 12 hours. The precipitated hydrobromide was collected, washed with HOAc and Et2O and then stirred with saturated NaHCO3 (100 ml) for 2 days. The solid was collec... Reactants: CC(C)(C)OC(=O)ON1C(=O)CCC1=O, ClCCl, NC1CCCCNC1, O=C1CCC(=O)N1. Yields the product CC(C)(C)OC(=O)N1CCCCC(N)C1. As a reaction SMILES: [C:9]([CH3:10])([CH3:11])([CH3:12])[O:13][C:14](=[O:15])[O:16][N:17]1[C:18](=[O:19])[CH2:20][CH2:21][C:22]1=[O:23].[Cl:31][CH2:32][Cl:33].[NH:1]1[CH2:2][CH:3]([NH2:8])[CH2:4][CH2:5][CH2:6][CH2:7]1.[O:24]=[C:25]1[NH:26][C:27](=[O:28])[CH2:29][CH2:30]1>>[N:1]1([C:14]([O:13][C:9]([CH3:10])([CH3:11])[CH3:12])=[O:15])[CH2:2][CH:3]([NH2:8])[CH2:4][CH2:5][CH2:6][CH2:7]1. Starting materials: [Li] (lithium), liquid, N (NH3), C(=O)(O)CC12C(C3=CC=CC=C3C2CCCC1)O (9a-carboxymethyl-1,2,3,4,4a,9a-hexahydrofluoren-9-ol), C(C)O (ethanol). Solvent: C1CCOC1 (THF). Yields the product C(=O)(O)CC12CC=3CC=CCC3C2CCCC1 (9a-carboxymethyl-1,2,3,4,5,8,4a,9a-octahydrofluorene). As a reaction SMILES: N.[C:2]([CH2:5][C:6]12[CH2:18][CH2:17][CH2:16][CH2:15][CH:14]1[C:13]1[C:8](=[CH:9][CH:10]=[CH:11][CH:12]=1)[CH:7]2O)([OH:4])=[O:3].[Li].C(O)C>C1COCC1>[C:2]([CH2:5][C:6]12[CH2:18][CH2:17][CH2:16][CH2:15][CH:14]1[C:13]1[CH2:12][CH:11]=[CH:10][CH2:9][C:8]=1[CH2:7]2)([OH:4])=[O:3] |^1:19|. Procedure: To 500 ml of liquid NH3 is added a solution of 9.84 g (0.04 mole) of 9a-carboxymethyl-1,2,3,4,4a,9a-hexahydrofluoren-9-ol (JACS 82 2561 (1960)) in 100 ml of THF. The mixture is then treated portionwise with 7 g of lithium cut in small pieces followed dropwise by sufficient absolute ethanol to discharge the blue color. After NH3 has evaporated, the cooled mixture is treated with water and carefully acidified. The desired 9a-carboxymethyl-1,2,3,4,5,8,4a,9a-octahydrofluorene is isolated by extracti... The reactants are ClC(Cl)Cl, [K+], O=S(=O)([O-])c1ccc2ccccc2c1O. Yields the product O=S(=O)(Cl)c1ccc2ccccc2c1O. Reaction SMILES: [CH:17]([Cl:18])([Cl:19])[Cl:20].[K+:16].[c:1]1([OH:15])[c:2]([S:11](=[O:12])(=[O:13])[O-:14])[cH:3][cH:4][c:5]2[cH:6][cH:7][cH:8][cH:9][c:10]12>>[c:1]1([OH:15])[c:2]([S:11](=[O:12])(=[O:13])[Cl:18])[cH:3][cH:4][c:5]2[cH:6][cH:7][cH:8][cH:9][c:10]12. The reactants are C1(=CC=CC=C1)CC(=O)Cl (phenylacetyl chloride), N1=CC=CC=C1 (pyridine), C(C1=CC=CC=C1)N1C(=O)N(C(=O)CC1=O)CC1=CC=CC=C1 (1,3-dibenzyl barbituric acid). The solvent is ClCCl (dichloromethane), ClCCl (dichloromethane), ClCCl (dichloromethane). Run at temperature 0 celsius. The product is C(C1=CC=CC=C1)N1C(=O)N(C(=O)C(C1=O)C(CC1=CC=CC=C1)=O)CC1=CC=CC=C1 (1,3-dibenzyl-5-(phenylacetyl)barbituric acid). Isolated yield 88.8%. Reaction SMILES: [CH2:1]([N:8]1[C:15](=[O:16])[CH2:14][C:12](=[O:13])[N:11]([CH2:17][C:18]2[CH:23]=[CH:22][CH:21]=[CH:20][CH:19]=2)[C:9]1=[O:10])[C:2]1[CH:7]=[CH:6][CH:5]=[CH:4][CH:3]=1.N1C=CC=CC=1.[C:30]1([CH2:36][C:37](Cl)=[O:38])[CH:35]=[CH:34][CH:33]=[CH:32][CH:31]=1>ClCCl>[CH2:1]([N:8]1[C:15](=[O:16])[CH:14]([C:37](=[O:38])[CH2:36][C:30]2[CH:35]=[CH:34][CH:33]=[CH:32][CH:31]=2)[C:12](=[O:13])[N:11]([CH2:17][C:18]2[CH:23]=[CH:22][CH:21]=[CH:20][CH:19]=2)[C:9]1=[O:10])[C:2]1[CH:3]=[CH:4][CH:5]=[CH:6][CH:7]=1. Reported procedure: To a solution of 1,3-dibenzyl barbituric acid 192 mg (0.623 mmol) in dry dichloromethane 2.0 mL under nitrogen atmosphere, added was pyridine 1.0 mL (12 mmol) and stirred at 0° C. Added was phenylacetyl chloride 96 mg (0.623 mmol, 1.00 equivalent) in dichloromethane 1.0 mL to the solution slowly during a period of 20 minutes, then stirred at room temperature for 3 hours. Added was dichloromethane 40 mL and washed the organic layer with 2 M hydrochloric acid and saturated brine, and dried over so... The reactants are BrCCN1N=C(C=2NC=3C=C(C=CC3C(C2C1=O)=O)Cl)O (2(2-Bromoethyl)-7-chloro-4-hydroxy-1,2,5,10-tetrahydropyridazino[4,5-b]quinoline-1,10-dione), CO (methanol), Cl (hydrochloric acid), C1(=CC=CC=C1)N1CCNCC1 (N-phenylpiperazine). Run in CN(C=O)C (dimethylformamide). Reaction conditions: temperature 110 celsius, time 5 day. Product: ClC=1C=CC=2C(C3=C(NC2C1)C(=NN(C3=O)CCN3CCN(CC3)C3=CC=CC=C3)O)=O (7-Chloro-4-hydroxy-2-[2-(4-phenylpiperazino)ethyl]-1,2,5,10-tetrahydropyridazino[4,5-b]quinoline-1,10-dione), C1(=CC=CC=C1)N1CCNCC1 (N-phenylpiperazine). The yield is 344.0%. RXN SMILES: Br[CH2:2][CH2:3][N:4]1[C:17](=[O:18])[C:16]2[C:15](=[O:19])[C:14]3[CH:13]=[CH:12][C:11]([Cl:20])=[CH:10][C:9]=3[NH:8][C:7]=2[C:6]([OH:21])=[N:5]1.[C:22]1([N:28]2[CH2:33][CH2:32][NH:31][CH2:30][CH2:29]2)[CH:27]=[CH:26][CH:25]=[CH:24][CH:23]=1.CO.Cl>CN(C)C=O>[Cl:20][C:11]1[CH:12]=[CH:13][C:14]2[C:15](=[O:19])[C:16]3[C:17](=[O:18])[N:4]([CH2:3][CH2:2][N:31]4[CH2:32][CH2:33][N:28]([C:22]5[CH:27]=[CH:26][CH:25]=[CH:24][CH:23]=5)[CH2:29][CH2:30]4)[N:5]=[C:6]([OH:21])[C:7]=3[NH:8][C:9]=2[CH:10]=1.[C:22]1([N:28]2[CH2:33][CH2:32][NH:31][CH2:30][CH2:29]2)[CH:27]=[CH:26][CH:25]=[CH:24][CH:23]=1. Reported procedure: 2(2-Bromoethyl)-7-chloro-4-hydroxy-1,2,5,10-tetrahydropyridazino[4,5-b]quinoline-1,10-dione (0.500 g, 1.35 mM) was stirred in dimethylformamide (10 mL), and N-phenylpiperazine (10 mL, 10.6 g, 65.5 mM) was added. The resulting yellow suspension was heated to ˜110° C. to form a clear yellow solution. The solution was heated for 6 hours during which time a precipitate formed. The suspension was cooled to room temperature and stirred for five days. The resulting yellow suspension was dissolved into ... Reactants: ClC1=NC(=C(C(=O)NC2=CC(=C(C=C2)Cl)C2=NC=CC=C2)C=C1)C (6-chloro-N-(4-chloro-3-(pyridin-2-yl)phenyl)-2-methylnicotinamide), C[C@@H]1CNCCN1 (R-(+)-2-methylpiperizine). Run in C(CCC)O (BuOH). Yields the product ClC1=C(C=C(C=C1)NC(C1=C(N=C(C=C1)N1C[C@H](NCC1)C)C)=O)C1=NC=CC=C1 ((R)—N-(4-chloro-3-(pyridin-2-yl)phenyl)-2-methyl-6-(3-methylpiperazin-1-yl)nicotinamide). As a reaction SMILES: Cl[C:2]1[CH:23]=[CH:22][C:5]([C:6]([NH:8][C:9]2[CH:14]=[CH:13][C:12]([Cl:15])=[C:11]([C:16]3[CH:21]=[CH:20][CH:19]=[CH:18][N:17]=3)[CH:10]=2)=[O:7])=[C:4]([CH3:24])[N:3]=1.[CH3:25][C@H:26]1[NH:31][CH2:30][CH2:29][NH:28][CH2:27]1>C(O)CCC>[Cl:15][C:12]1[CH:13]=[CH:14][C:9]([NH:8][C:6](=[O:7])[C:5]2[CH:22]=[CH:23][C:2]([N:28]3[CH2:29][CH2:30][NH:31][C@H:26]([CH3:25])[CH2:27]3)=[N:3][C:4]=2[CH3:24])=[CH:10][C:11]=1[C:16]1[CH:21]=[CH:20][CH:19]=[CH:18][N:17]=1. Procedure details: Procedure F was performed using 100 mg of 6-chloro-N-(4-chloro-3-(pyridin-2-yl)phenyl)-2-methylnicotinamide and 112 mg of R-(+)-2-methylpiperizine in 1 mL of BuOH. Purified by reverse phase HPLC to yield (R)—N-(4-chloro-3-(pyridin-2-yl)phenyl)-2-methyl-6-(3-methylpiperazin-1-yl)nicotinamide. MS (Q1) 422.3 (M)+. Starting materials: [N+](=O)([O-])N(CO)C (2-nitro-2-azapropanol), C(C)(=O)Cl (acetyl chloride). Run in ClCCl (dichloromethane). Run at time 3 hour. The product is C(C)(=O)OCN(C)[N+](=O)[O-] (2-nitro-2-azapropyl acetate). As a reaction SMILES: [N+:1]([N:4]([CH3:7])[CH2:5][OH:6])([O-:3])=[O:2].[C:8](Cl)(=[O:10])[CH3:9]>ClCCl>[C:8]([O:6][CH2:5][N:4]([N+:1]([O-:3])=[O:2])[CH3:7])(=[O:10])[CH3:9]. Reported procedure: To a stirred mixture of 10.6 g of 2-nitro-2-azapropanol and 25 ml of dichloromethane under a nitrogen atmosphere was added dropwise and with ice-cooling 12 g of acetyl chloride. The cooling bath was removed and the mixture was slowly heated to reflux. After 3 hours the solution was allowed to cool and was then triturated with 50 ml of ice water. The organic phase was separated, dried (MG SO4), and distilled. The product 2-nitro-2-azapropyl acetate had b.p. 56°-57° C. at 0.07 mm Hg. The reactants are Nc1ccc(Br)c(F)c1, O=C([O-])O, C1CCOC1, O=C(Cl)OCc1ccccc1, [Na+], O. Yields the product O=C(Nc1ccc(Br)c(F)c1)OCc1ccccc1. As a reaction SMILES: [Br:1][c:2]1[c:3]([F:9])[cH:4][c:5]([NH2:6])[cH:7][cH:8]1.[C:15](=[O:16])([OH:17])[O-:18].[CH2:10]1[O:11][CH2:12][CH2:13][CH2:14]1.[Cl:20][C:21](=[O:22])[O:23][CH2:24][c:25]1[cH:26][cH:27][cH:28][cH:29][cH:30]1.[Na+:19].[OH2:31]>>[Br:1][c:2]1[c:3]([F:9])[cH:4][c:5]([NH:6][C:21](=[O:22])[O:23][CH2:24][c:25]2[cH:26][cH:27][cH:28][cH:29][cH:30]2)[cH:7][cH:8]1.